This data is from the Open Reaction Database (ORD), a public repository of structured organic reaction records. The task is: describe an organic reaction: reactants, conditions, products, and yield Reactants: CCN(C(C)C)C(C)C, C1COCCO1, CCOC(C)=O, CCOC(=O)C1=C(O)c2cc(Cl)c(Cl)cc2C(C)(C)C1=O, Cl, CC(C)(C)OC(=O)CN. Product: CC(C)(C)OC(=O)CNC(=O)C1=C(O)c2cc(Cl)c(Cl)cc2C(C)(C)C1=O. As a reaction SMILES: [CH2:22]([N:23]([CH:24]([CH3:25])[CH3:26])[CH:27]([CH3:28])[CH3:29])[CH3:30].[CH2:41]1[O:42][CH2:43][CH2:44][O:45][CH2:46]1.[CH3:47][CH2:48][O:49][C:50]([CH3:51])=[O:52].[Cl:1][c:2]1[cH:3][c:4]2[c:9]([cH:10][c:11]1[Cl:12])[C:8]([CH3:13])([CH3:14])[C:7](=[O:15])[C:6]([C:16](=[O:17])[O:18][CH2:19][CH3:20])=[C:5]2[OH:21].[ClH:31].[NH2:32][CH2:33][C:34](=[O:35])[O:36][C:37]([CH3:38])([CH3:39])[CH3:40]>>[Cl:1][c:2]1[cH:3][c:4]2[c:9]([cH:10][c:11]1[Cl:12])[C:8]([CH3:13])([CH3:14])[C:7](=[O:15])[C:6]([C:16](=[O:17])[NH:32][CH2:33][C:34](=[O:35])[O:36][C:37]([CH3:38])([CH3:39])[CH3:40])=[C:5]2[OH:21].